This data is from the Open Reaction Database (ORD), a public repository of structured organic reaction records. The task is: describe an organic reaction: reactants, conditions, products, and yield Starting materials: [BH3-]C#N, C=CCNCC=C, Cc1ccccc1, O=C1CCc2cccc(Cl)c2C1, Cl, [Na+], [Na+], C1CCOC1, [OH-], O, Cc1ccc(S(=O)(=O)O)cc1. Yields the product C=CCN(CC=C)C1CCc2cccc(Cl)c2C1. As a reaction SMILES: [C:31]([BH3-:32])#[N:33].[CH2:13]([CH:14]=[CH2:15])[NH:16][CH2:17][CH:18]=[CH2:19].[CH3:38][c:39]1[cH:40][cH:41][cH:42][cH:43][cH:44]1.[Cl:1][c:2]1[cH:3][cH:4][cH:5][c:6]2[c:11]1[CH2:10][C:9](=[O:12])[CH2:8][CH2:7]2.[ClH:35].[Na+:34].[Na+:37].[O:45]1[CH2:46][CH2:47][CH2:48][CH2:49]1.[OH-:36].[OH2:50].[c:20]1([CH3:21])[cH:22][cH:23][c:24]([S:25]([OH:26])(=[O:27])=[O:28])[cH:29][cH:30]1>>[Cl:1][c:2]1[cH:3][cH:4][cH:5][c:6]2[c:11]1[CH2:10][CH:9]([N:16]([CH2:13][CH:14]=[CH2:15])[CH2:17][CH:18]=[CH2:19])[CH2:8][CH2:7]2. The reactants are COCC1CCCN1Cc1cc(C)cc(C(=O)OC)c1, CO, [Li+], C1CCOC1, [OH-], O. Yields the product COCC1CCCN1Cc1cc(C)cc(C(=O)O)c1. Reaction SMILES: [CH3:1][O:2][CH2:3][CH:4]1[N:5]([CH2:9][c:10]2[cH:11][c:12]([C:13](=[O:14])[O:15][CH3:16])[cH:17][c:18]([CH3:20])[cH:19]2)[CH2:6][CH2:7][CH2:8]1.[CH3:24][OH:25].[Li+:22].[O:26]1[CH2:27][CH2:28][CH2:29][CH2:30]1.[OH-:23].[OH2:21]>>[CH3:1][O:2][CH2:3][CH:4]1[N:5]([CH2:9][c:10]2[cH:11][c:12]([C:13](=[O:14])[OH:15])[cH:17][c:18]([CH3:20])[cH:19]2)[CH2:6][CH2:7][CH2:8]1. The reactants are OCCN(C(OC(C)(C)C)=O)CCN1C2=C(SCC1)C=CC(=C2)[N+](=O)[O-] (tert-butyl 2-hydroxyethyl(2-(6-nitro-2H-benzo[b][1,4]thiazin-4(3H)-yl)ethyl)carbamate), I.S1C(=CC=C1)C(=N)SC (methyl thiophene-2-carbimidothioate hydroiodide). The reagents and catalysts are [Pd] (palladium). Solvent: C(C)O (ethanol), ClCCl (dichloromethane). Run at time 2 hour. Yields the product OCCN(C(OC(C)(C)C)=O)CCN1C2=C(SCC1)C=CC(=C2)NC(=N)C=2SC=CC2 (tert-Butyl 2-hydroxyethyl(2-(6-(thiophene-2-carboximidamido)-2H-benzo[b][1,4]thiazin-4(3H)-yl)ethyl)carbamate). The yield is 47.6%. RXN SMILES: [OH:1][CH2:2][CH2:3][N:4]([CH2:12][CH2:13][N:14]1[CH2:19][CH2:18][S:17][C:16]2[CH:20]=[CH:21][C:22]([N+:24]([O-])=O)=[CH:23][C:15]1=2)[C:5](=[O:11])[O:6][C:7]([CH3:10])([CH3:9])[CH3:8].I.[S:28]1[CH:32]=[CH:31][CH:30]=[C:29]1[C:33](SC)=[NH:34]>C(O)C.ClCCl.[Pd]>[OH:1][CH2:2][CH2:3][N:4]([CH2:12][CH2:13][N:14]1[CH2:19][CH2:18][S:17][C:16]2[CH:20]=[CH:21][C:22]([NH:24][C:33]([C:29]3[S:28][CH:32]=[CH:31][CH:30]=3)=[NH:34])=[CH:23][C:15]1=2)[C:5](=[O:11])[O:6][C:7]([CH3:10])([CH3:9])[CH3:8] |f:1.2|. Procedure: A stirred suspension of tert-butyl 2-hydroxyethyl(2-(6-nitro-2H-benzo[b][1,4]thiazin-4(3H)-yl)ethyl)carbamate (590 mg, 1.539 mmol) and palladium, 10 wt. % on activated carbon (164 mg, 0.154 mmol) in ethanol (10 mL) was stirred at room temperature under an atmosphere of hydrogen (1 atm) for 2 hours (yellow color disappears). To this mixture was then added methyl thiophene-2-carbimidothioate hydroiodide (878 mg, 3.08 mmol), and the resulting mixture was stirred overnight at room temperature. The m... Reactants: CN1CCNCCC1 (1-methyl-1,4-diazepane), C(#N)C1=CC(=C(C=C1)C=1C=NN(C1O)C1=NC=C(C(=O)O)C=C1)C (6-(4-(4-cyano-2-methylphenyl)-5-hydroxy-1H-pyrazol-1-yl)nicotinic acid), C(=O)O (formic acid). The product is OC1=C(C=NN1C1=NC=C(C=C1)C(=O)N1CCN(CCC1)C)C1=C(C=C(C#N)C=C1)C (4-(5-hydroxy-1-(5-(4-methyl-1,4-diazepane-1-carbonyl)pyridin-2-yl)-1H-pyrazol-4-yl)-3-methylbenzonitrile). RXN SMILES: [CH3:1][N:2]1[CH2:8][CH2:7][CH2:6][NH:5][CH2:4][CH2:3]1.[C:9]([C:11]1[CH:16]=[CH:15][C:14]([C:17]2[CH:18]=[N:19][N:20]([C:23]3[CH:31]=[CH:30][C:26]([C:27](O)=[O:28])=[CH:25][N:24]=3)[C:21]=2[OH:22])=[C:13]([CH3:32])[CH:12]=1)#[N:10].C(O)=O>>[OH:22][C:21]1[N:20]([C:23]2[CH:31]=[CH:30][C:26]([C:27]([N:5]3[CH2:6][CH2:7][CH2:8][N:2]([CH3:1])[CH2:3][CH2:4]3)=[O:28])=[CH:25][N:24]=2)[N:19]=[CH:18][C:17]=1[C:14]1[CH:15]=[CH:16][C:11]([C:9]#[N:10])=[CH:12][C:13]=1[CH3:32]. Procedure: The title compound was prepared in a manner similar to Example 284 using 1-methyl-1,4-diazepane and 6-(4-(4-cyano-2-methylphenyl)-5-hydroxy-1H-pyrazol-1-yl)nicotinic acid to give a formic acid salt (67 mg, 0.145 mmol, 77%) as an off-white solid. MS: 417 (M+H). 1H NMR (400 MHz, DMSO-d6) δ ppm 1.88 (br. s., 2H) 2.35 (s, 3H) 2.54 (br. s., 2H) 2.86 (d, J=17.7 Hz, 3H) 3.01 (br. s., 1H) 3.39-3.76 (m, 5H) 7.45 (d, J=8.1 Hz, 1H) 7.50 (s, 1H) 7.78-7.91 (m, 2H) 8.04 (d, J=7.6 Hz, 1H) 8.42 (br. s., 2H) 11.... Starting materials: Cc1ccccc1, CC(=O)OC(C)=O, O=C(Cc1ccccc1)NC1C(=O)N2C1SCC(O)C2C(=O)OC(c1ccccc1)c1ccccc1, c1ccncc1. Yields the product CC(=O)OC1CSC2C(NC(=O)Cc3ccccc3)C(=O)N2C1C(=O)OC(c1ccccc1)c1ccccc1. As a reaction SMILES: [CH3:37][c:38]1[cH:39][cH:40][cH:41][cH:42][cH:43]1.[CH3:44][C:45](=[O:46])[O:47][C:48](=[O:49])[CH3:50].[c:1]1([CH:7]([c:8]2[cH:9][cH:10][cH:11][cH:12][cH:13]2)[O:14][C:15](=[O:16])[CH:17]2[CH:18]([OH:36])[CH2:19][S:20][CH:21]3[N:22]2[C:23](=[O:35])[CH:24]3[NH:25][C:26]([CH2:27][c:28]2[cH:29][cH:30][cH:31][cH:32][cH:33]2)=[O:34])[cH:2][cH:3][cH:4][cH:5][cH:6]1.[cH:51]1[cH:52][cH:53][n:54][cH:55][cH:56]1>>[c:1]1([CH:7]([c:8]2[cH:9][cH:10][cH:11][cH:12][cH:13]2)[O:14][C:15](=[O:16])[CH:17]2[CH:18]([O:36][C:45]([CH3:44])=[O:46])[CH2:19][S:20][CH:21]3[N:22]2[C:23](=[O:35])[CH:24]3[NH:25][C:26]([CH2:27][c:28]2[cH:29][cH:30][cH:31][cH:32][cH:33]2)=[O:34])[cH:2][cH:3][cH:4][cH:5][cH:6]1. Starting materials: C1CCOC1, [Cl-], [Cl-], CNC(=O)c1ccc(Cl)nc1, [K+], O=[Mn](=O)(=O)[O-], [NH4+], Cc1ccccc1[Mg+]. Yields the product CNC(=O)c1cnc(Cl)cc1-c1ccccc1C. RXN SMILES: [CH2:29]1[O:30][CH2:31][CH2:32][CH2:33]1.[Cl-:12].[Cl-:21].[Cl:1][c:2]1[n:3][cH:4][c:5]([C:6](=[O:7])[NH:8][CH3:9])[cH:10][cH:11]1.[K+:28].[Mn:23]([O-:24])(=[O:25])(=[O:26])=[O:27].[NH4+:22].[c:13]1([CH3:20])[c:14]([Mg+:19])[cH:15][cH:16][cH:17][cH:18]1>>[Cl:1][c:2]1[n:3][cH:4][c:5]([C:6](=[O:7])[NH:8][CH3:9])[c:10](-[c:14]2[c:13]([CH3:20])[cH:18][cH:17][cH:16][cH:15]2)[cH:11]1. The reactants are CC1=C(C(=C(C(=C1C=O)OC)OC)OC)OC (6-methyl-2,3,4,5-tetramethoxybenzaldehyde), CC1=C(C(=C(C(=C1/C=C/C(=O)OCC)OC)OC)OC)OC (Ethyl (E)-3-(6-methyl-2,3,4,5-tetramethoxyphenyl)-propenoate). The product is CC1=C(C(=C(C(=C1/C=C(/C(=O)OCC)\CCCC)OC)OC)OC)OC (Ethyl (E)-3-(6-methyl-2,3,4,5-tetramethoxyphenyl)-2-butylpropenoate), product. Isolated yield 49.0%. Reaction SMILES: [CH3:1][C:2]1[C:7]([CH:8]=O)=[C:6]([O:10][CH3:11])[C:5]([O:12][CH3:13])=[C:4]([O:14][CH3:15])[C:3]=1[O:16][CH3:17].CC1[C:24](/[CH:25]=[CH:26]/[C:27]([O:29][CH2:30][CH3:31])=[O:28])=[C:23](OC)[C:22](OC)=C(OC)C=1OC>>[CH3:1][C:2]1[C:7](/[CH:8]=[C:26](\[CH2:25][CH2:24][CH2:23][CH3:22])/[C:27]([O:29][CH2:30][CH3:31])=[O:28])=[C:6]([O:10][CH3:11])[C:5]([O:12][CH3:13])=[C:4]([O:14][CH3:15])[C:3]=1[O:16][CH3:17]. Reported procedure: Compound 8e was prepared from 7 (0.650 g, 2.71 mmol) as described above for 8a to give 0.484 g (1.32 mmol, 49%) of the product as a yellow oil following flash chromatography (1:9 EtOAc:hexanes).